This data is from the Open Reaction Database (ORD), a public repository of structured organic reaction records. The task is: describe an organic reaction: reactants, conditions, products, and yield Procedure details: A mixture of 3-(3-cyclopropyl-1,2,4-oxadiazol-5-yl)-4,5-dihydro-4,4-dimethylimidazo[1 ,5-a]quinoxaline (XXXIII, EXAMPLE 99, 0.19 g) and acetic anhydride (3 ml) is stirred at 100° for 3 days. Excess acetic anhydride is then removed under reduced pressure and the residue is partitioned between dichloromethane and aqueous sodium bicarbonate. The phases are separated and the organic phase is filtered through sodium sulfate and concentrated. The crude product is chromatographed on silica gel (200 ml)... Reaction SMILES: [CH:1]1([C:4]2[N:8]=[C:7]([C:9]3[N:10]=[CH:11][N:12]4[C:21]5[C:16](=[CH:17][CH:18]=[CH:19][CH:20]=5)[NH:15][C:14]([CH3:23])([CH3:22])[C:13]=34)[O:6][N:5]=2)[CH2:3][CH2:2]1.[C:24](OC(=O)C)(=[O:26])[CH3:25]>>[C:24]([N:15]1[C:16]2[C:21](=[CH:20][CH:19]=[CH:18][CH:17]=2)[N:12]2[CH:11]=[N:10][C:9]([C:7]3[O:6][N:5]=[C:4]([CH:1]4[CH2:3][CH2:2]4)[N:8]=3)=[C:13]2[C:14]1([CH3:23])[CH3:22])(=[O:26])[CH3:25]. Reaction conditions: time 3 day. Product: C(C)(=O)N1C(C=2N(C3=CC=CC=C13)C=NC2C2=NC(=NO2)C2CC2)(C)C (5-Acetyl-3-(3-cyclopropyl-1,2,4-oxadiazol-5-yl)-4,5-dihydro-4,4-dimethylimidazo[1,5-a]quinoxaline). The reactants are C1(CC1)C1=NOC(=N1)C=1N=CN2C1C(NC1=CC=CC=C21)(C)C (3-(3-cyclopropyl-1,2,4-oxadiazol-5-yl)-4,5-dihydro-4,4-dimethylimidazo[1 ,5-a]quinoxaline), C(C)(=O)OC(C)=O (acetic anhydride). Reactants: FC(=C(C(C(C(F)(F)F)(F)F)(F)F)F)OC(=C(F)C(C(C(F)(F)F)(F)F)(F)F)F (perfluoropropylvinyl ether), FC(=C(F)F)F (tetrafluoroethylene). Product: FC(=C(F)F)F.FC(=C(C(C(C(F)(F)F)(F)F)(F)F)F)OC(=C(F)C(C(C(F)(F)F)(F)F)(F)F)F (Tetrafluoroethylene Perfluoropropylvinyl Ether). RXN SMILES: [F:1][C:2]([O:15][C:16]([F:29])=[C:17]([C:19]([F:28])([F:27])[C:20]([F:26])([F:25])[C:21]([F:24])([F:23])[F:22])[F:18])=[C:3]([F:14])[C:4]([F:13])([F:12])[C:5]([F:11])([F:10])[C:6]([F:9])([F:8])[F:7].FC(F)=C(F)F>>[F:7][C:6]([F:8])=[C:5]([F:11])[F:10].[F:1][C:2]([O:15][C:16]([F:29])=[C:17]([C:19]([F:27])([F:28])[C:20]([F:26])([F:25])[C:21]([F:22])([F:24])[F:23])[F:18])=[C:3]([F:14])[C:4]([F:13])([F:12])[C:5]([F:11])([F:10])[C:6]([F:9])([F:8])[F:7] |f:2.3|. Procedure: A 400-mL pressure vessel was loaded with 100 mL of bis(perfluoro-n-butyl) sulfide. The pressure vessel was then chilled and maintained around -20° C. while further loading with 20 mL of 0.05M HFPO dimer peroxide in bis(perfluoro-n-butyl) sulfide, pulling the air off with a vacuum pump, adding 5 g of perfluoropropylvinyl ether, and finally adding 50 g of tetrafluoroethylene. Polymerization set in during warm up, pressure dropping from 96 psi at 4.4° C. to 86 psi at 85° C. over a 14 minute period.... The reactants are C1(CCCCC1)[Mg]Cl (cyclohexylmagnesium chloride), C1(=CC=CC=C1)P(Cl)Cl (phenyldichlorophosphine), O (water), C(C)(C)[Mg]Br (isopropylmagnesium bromide). The solvent is CCOCC (ether). Run at temperature -25 celsius. The product is C1(CCCCC1)P(C1=CC=CC=C1)C(C)C (cyclohexylisopropylphenylphosphine). Yield: 67.0%. As a reaction SMILES: [CH:1]1([Mg]Cl)[CH2:6][CH2:5][CH2:4][CH2:3][CH2:2]1.[C:9]1([P:15](Cl)Cl)[CH:14]=[CH:13][CH:12]=[CH:11][CH:10]=1.[CH:18]([Mg]Br)([CH3:20])[CH3:19].O>CCOCC>[CH:1]1([P:15]([CH:18]([CH3:20])[CH3:19])[C:9]2[CH:14]=[CH:13][CH:12]=[CH:11][CH:10]=2)[CH2:6][CH2:5][CH2:4][CH2:3][CH2:2]1. Reported procedure: A Grignard mixture of 55 mmoles of cyclohexylmagnesium chloride (prepared from 1.5 g of magnesium turnings and 6.5 g of cyclohexylchloride in 20 ml of anhydrous ether) was added dropwise to a stirred solution of 8.9 g (50 mmoles) of phenyldichlorophosphine in 50 ml of anhydrous ether maintained under an inert atmosphere at -25° C. After the addition was complete, the resulting mixture was allowed to gradually warm to ambient temperature and then was refluxed for 15 minutes. The stirred mixture w... Starting materials: CCN(CC)C(=O)Cc1c(O)cccc1OC, Cc1ccccc1, [Na+], [OH-], O=C(O)C(F)(F)F. Product: COc1cccc2c1CC(=O)O2. As a reaction SMILES: [CH2:1]([N:2]([CH2:3][CH3:16])[C:4]([CH2:5][c:6]1[c:7]([OH:14])[cH:8][cH:9][cH:10][c:11]1[O:12][CH3:13])=[O:15])[CH3:17].[CH3:27][c:28]1[cH:29][cH:30][cH:31][cH:32][cH:33]1.[Na+:26].[OH-:25].[OH:18][C:19]([C:20]([F:21])([F:22])[F:23])=[O:24]>>[C:4]1(=[O:15])[CH2:5][c:6]2[c:7]([cH:8][cH:9][cH:10][c:11]2[O:12][CH3:13])[O:14]1. The reactants are CCOC(=O)C.CCCCCC (EtOAc Hexane), FC1=C(C(=CC=C1)F)N1C(NCC2=C1N=C(N=C2C=2C=C(C(=O)NCCC)C=CC2C)SC)=O (3-[8-(2,6-difluorophenyl)-2-(methylthio)-7-oxo-5,6,7,8-tetrahydropyrimido[4,5-d]pyrimidin-4-yl]-4-methyl-N-propylbenzamide), C1=CC(=CC(=C1)Cl)C(=O)OO (m-CPBA). The solvent is C(Cl)Cl (CH2Cl2). Reaction conditions: time 10 minute. Yields the product FC1=C(C(=CC=C1)F)N1C(NCC2=C1N=C(N=C2C=2C=C(C(=O)NCCC)C=CC2C)S(=O)C)=O (3-[8-(2,6-difluorophenyl)-2-(methylsulfinyl)-7-oxo-5,6,7,8-tetrahydropyrimido[4,5-d]pyrimidin-4-yl]-4-methyl-N-propylbenzamide). Yield: 76.7%. Reaction SMILES: [F:1][C:2]1[CH:7]=[CH:6][CH:5]=[C:4]([F:8])[C:3]=1[N:9]1[C:14]2[N:15]=[C:16]([S:32][CH3:33])[N:17]=[C:18]([C:19]3[CH:20]=[C:21]([CH:28]=[CH:29][C:30]=3[CH3:31])[C:22]([NH:24][CH2:25][CH2:26][CH3:27])=[O:23])[C:13]=2[CH2:12][NH:11][C:10]1=[O:34].C1C=C(Cl)C=C(C(OO)=[O:43])C=1.CCOC(C)=O.CCCCCC>C(Cl)Cl>[F:1][C:2]1[CH:7]=[CH:6][CH:5]=[C:4]([F:8])[C:3]=1[N:9]1[C:14]2[N:15]=[C:16]([S:32]([CH3:33])=[O:43])[N:17]=[C:18]([C:19]3[CH:20]=[C:21]([CH:28]=[CH:29][C:30]=3[CH3:31])[C:22]([NH:24][CH2:25][CH2:26][CH3:27])=[O:23])[C:13]=2[CH2:12][NH:11][C:10]1=[O:34] |f:2.3|. Procedure: To a solution of 3-[8-(2,6-difluorophenyl)-2-(methylthio)-7-oxo-5,6,7,8-tetrahydropyrimido[4,5-d]pyrimidin-4-yl]-4-methyl-N-propylbenzamide (600 mg, 1.24 mmol) in CH2Cl2 (15 mL) was added m-CPBA (293 mg, 1.31 mmol). The mixture was stirred at room temperature for 10 minutes, then directly loaded onto a column. CombiFlash chromatography (mobile phase EtOAc/Hexane) afforded the title compound as a white solid 475 mg (77%). LC-MS m/z 500 (M+H)+. Reactants: Example 1 ( b ), ClC1=CC=CC=C1 (chlorobenzene), COC=1C=C2C(N(C=NC2=CC1OC)CCBr)=O (1-(6,7-dimethoxy-4(3H)-quinazolinone-3-yl)-2-bromoethane), COC=1C=C(C=CC1OC)CCNC (N-(3,4-dimethoxy-phenyl ethyl)-N-methyl amine). The product is Cl.COC=1C=C2C(N(C=NC2=CC1OC)CCN(CCC1=CC(=C(C=C1)OC)OC)C)=O (1-(6,7-dimethoxy-4(3H)-quinazolinone-3-yl)-2-[N-methyl-N-(2-(3,4-dimethoxy-phenyl)-ethyl)-amino]-ethane hydrochloride). RXN SMILES: [CH3:1][O:2][C:3]1[CH:4]=[C:5]2[C:10](=[CH:11][C:12]=1[O:13][CH3:14])[N:9]=[CH:8][N:7]([CH2:15][CH2:16]Br)[C:6]2=[O:18].[CH3:19][O:20][C:21]1[CH:22]=[C:23]([CH2:29][CH2:30][NH:31][CH3:32])[CH:24]=[CH:25][C:26]=1[O:27][CH3:28].[Cl:33]C1C=CC=CC=1>>[ClH:33].[CH3:1][O:2][C:3]1[CH:4]=[C:5]2[C:10](=[CH:11][C:12]=1[O:13][CH3:14])[N:9]=[CH:8][N:7]([CH2:15][CH2:16][N:31]([CH3:32])[CH2:30][CH2:29][C:23]1[CH:24]=[CH:25][C:26]([O:27][CH3:28])=[C:21]([O:20][CH3:19])[CH:22]=1)[C:6]2=[O:18] |f:3.4|. Procedure: 1-(6,7-dimethoxy-4(3H)-quinazolinone-3-yl)-2-[N-methyl-N-(2-(3,4-dimethoxy-phenyl)-ethyl)-amino]-ethane hydrochloride was prepared analogous to Example 1 (b) by reaction of 1-(6,7-dimethoxy-4(3H)-quinazolinone-3-yl)-2-bromoethane with N-(3,4-dimethoxy-phenyl ethyl)-N-methyl amine in chlorobenzene. M.p.: 205 - 208° C.